From a dataset of the Open Reaction Database (ORD), a public repository of structured organic reaction records. describe an organic reaction: reactants, conditions, products, and yield Starting materials: [F-].C(CCC)[N+](CCCC)(CCCC)CCCC (tetrabutylammonium fluoride), FC(C=1C=C(C=C(C1)C(F)(F)F)C(C1=CC(=C(C=C1)[N+](=O)[O-])C)=O)(F)F (3′,5′-bis-trifluoromethyl-3-methyl-4-nitrobenzophenone), FC(F)(F)[Si](C)(C)C (trifluoromethyltrimethyl-silane). The solvent is O1CCCC1 (tetrahydrofuran), O1CCCC1 (tetrahydrofuran), C(C)(=O)OCC (ethyl acetate). Reaction conditions: time 8 hour. Product: FC(C=1C=C(C=C(C1)C(F)(F)F)C(C(F)(F)F)(O)C1=CC(=C(C=C1)[N+](=O)[O-])C)(F)F (1-(3,5-bis-trifluoromethylphenyl)-2,2,2-trifluoro-1-(3-methyl-4-nitrophenyl)ethanol). The yield is 48.2%. RXN SMILES: [F-].C([N+](CCCC)(CCCC)CCCC)CCC.[F:19][C:20]([F:44])([F:43])[C:21]1[CH:22]=[C:23]([C:31](=[O:42])[C:32]2[CH:37]=[CH:36][C:35]([N+:38]([O-:40])=[O:39])=[C:34]([CH3:41])[CH:33]=2)[CH:24]=[C:25]([C:27]([F:30])([F:29])[F:28])[CH:26]=1.[F:45][C:46]([Si](C)(C)C)([F:48])[F:47]>O1CCCC1.C(OCC)(=O)C>[F:19][C:20]([F:43])([F:44])[C:21]1[CH:22]=[C:23]([C:31]([C:32]2[CH:37]=[CH:36][C:35]([N+:38]([O-:40])=[O:39])=[C:34]([CH3:41])[CH:33]=2)([OH:42])[C:46]([F:48])([F:47])[F:45])[CH:24]=[C:25]([C:27]([F:28])([F:30])[F:29])[CH:26]=1 |f:0.1|. Reported procedure: A solution of 1M tetrabutylammonium fluoride in tetrahydrofuran (0.2 ml) was added to a solution of 3′,5′-bis-trifluoromethyl-3-methyl-4-nitrobenzophenone (1.4 g) and trifluoromethyltrimethyl-silane (1.0 g) in tetrahydrofuran (20 ml) in an ice bath and stirred at room temperature for 8 hours. The reaction solution was diluted with ethyl acetate and washed with water and a saturated salt solution. After drying over anhydrous magnesium sulfate, the solvent was distilled off. The residue was dissol... The reactants are CC(=O)O[BH-](OC(C)=O)OC(C)=O, CC(=O)O, O=C1CCC2CN(C(=O)c3cc(C(F)(F)F)cc(C(F)(F)F)c3)C(Cc3c[nH]c4ccccc34)CN2C1, [Na+], [Na+], [OH-], O. Product: O=C(c1cc(C(F)(F)F)cc(C(F)(F)F)c1)N1CC2CCC(O)CN2CC1Cc1c[nH]c2ccccc12. As a reaction SMILES: [C:38]([O:39][BH-:40]([O:41][C:42](=[O:43])[CH3:44])[O:45][C:46](=[O:47])[CH3:48])(=[O:49])[CH3:50].[CH3:54][C:55](=[O:56])[OH:57].[F:1][C:2]([c:3]1[cH:4][c:5]([C:6](=[O:7])[N:8]2[CH2:9][CH:10]3[N:11]([CH2:12][CH:13]2[CH2:14][c:15]2[cH:16][nH:17][c:18]4[cH:19][cH:20][cH:21][cH:22][c:23]24)[CH2:24][C:25](=[O:28])[CH2:26][CH2:27]3)[cH:29][c:30]([C:32]([F:33])([F:34])[F:35])[cH:31]1)([F:36])[F:37].[Na+:51].[Na+:53].[OH-:52].[OH2:58]>>[F:1][C:2]([c:3]1[cH:4][c:5]([C:6](=[O:7])[N:8]2[CH2:9][CH:10]3[N:11]([CH2:12][CH:13]2[CH2:14][c:15]2[cH:16][nH:17][c:18]4[cH:19][cH:20][cH:21][cH:22][c:23]24)[CH2:24][CH:25]([OH:28])[CH2:26][CH2:27]3)[cH:29][c:30]([C:32]([F:33])([F:34])[F:35])[cH:31]1)([F:36])[F:37]. Reactants: CC(C)(C)OC(=O)C1CCC(O)(c2ncc(Br)s2)CC1, O=C([O-])[O-], Cc1cc(N)cc(B2OC(C)(C)C(C)(C)O2)c1, CC(C)c1cc(C(C)C)c(-c2ccccc2P(C2CCCCC2)C2CCCCC2)c(C(C)C)c1, [Cs+], [Cs+], O=C(C=Cc1ccccc1)C=Cc1ccccc1, C1COCCO1, O=C(C=Cc1ccccc1)C=Cc1ccccc1, O=C(C=Cc1ccccc1)C=Cc1ccccc1, O, [Pd], [Pd]. The product is Cc1cc(N)cc(-c2cnc(C3(O)CCC(C(=O)OC(C)(C)C)CC3)s2)c1. RXN SMILES: [Br:18][c:19]1[cH:20][n:21][c:22]([C:24]2([OH:37])[CH2:25][CH2:26][CH:27]([C:30](=[O:31])[O:32][C:33]([CH3:34])([CH3:35])[CH3:36])[CH2:28][CH2:29]2)[s:23]1.[C:72](=[O:73])([O-:74])[O-:75].[CH3:1][c:2]1[cH:3][c:4]([NH2:5])[cH:6][c:7]([B:9]2[O:10][C:11]([CH3:12])([CH3:13])[C:14]([CH3:15])([CH3:16])[O:17]2)[cH:8]1.[CH:38]1([P:39]([CH:40]2[CH2:41][CH2:42][CH2:43][CH2:44][CH2:45]2)[c:46]2[cH:47][cH:48][cH:49][cH:50][c:51]2-[c:52]2[c:53]([CH:54]([CH3:55])[CH3:56])[cH:57][c:58]([CH:59]([CH3:60])[CH3:61])[cH:62][c:63]2[CH:64]([CH3:65])[CH3:66])[CH2:67][CH2:68][CH2:69][CH2:70][CH2:71]1.[Cs+:76].[Cs+:77].[O:116]=[C:117]([CH:118]=[CH:119][c:120]1[cH:121][cH:122][cH:123][cH:124][cH:125]1)[CH:126]=[CH:127][c:128]1[cH:129][cH:130][cH:131][cH:132][cH:133]1.[O:135]1[CH2:136][CH2:137][O:138][CH2:139][CH2:140]1.[O:80]=[C:81]([CH:82]=[CH:83][c:84]1[cH:85][cH:86][cH:87][cH:88][cH:89]1)[CH:90]=[CH:91][c:92]1[cH:93][cH:94][cH:95][cH:96][cH:97]1.[O:98]=[C:99]([CH:100]=[CH:101][c:102]1[cH:103][cH:104][cH:105][cH:106][cH:107]1)[CH:108]=[CH:109][c:110]1[cH:111][cH:112][cH:113][cH:114][cH:115]1.[OH2:134].[Pd:78].[Pd:79]>>[CH3:1][c:2]1[cH:3][c:4]([NH2:5])[cH:6][c:7](-[c:19]2[cH:20][n:21][c:22]([C:24]3([OH:37])[CH2:25][CH2:26][CH:27]([C:30](=[O:31])[O:32][C:33]([CH3:34])([CH3:35])[CH3:36])[CH2:28][CH2:29]3)[s:23]2)[cH:8]1. Reactants: NC=1C=C(C=CC1OC)CCNC(C(F)(F)F)=O (N-[2-[3-Amino-4-methoxyphenyl]ethyl]-2,2,2-trifluoro acetamide), IC (iodomethane), O (water). Run in CN(C=O)C (dimethylformamide). Product: FC(C(=O)NCCC1=CC(=C(C=C1)OC)NC)(F)F (2,2,2-trifluoro-N-[2-[-4-methoxy-3-(methylamino)phenyl]ethyl]acetamide). Yield: 22.1%. RXN SMILES: [NH2:1][C:2]1[CH:3]=[C:4]([CH2:10][CH2:11][NH:12][C:13](=[O:18])[C:14]([F:17])([F:16])[F:15])[CH:5]=[CH:6][C:7]=1[O:8][CH3:9].I[CH3:20].O>CN(C)C=O>[F:17][C:14]([F:15])([F:16])[C:13]([NH:12][CH2:11][CH2:10][C:4]1[CH:5]=[CH:6][C:7]([O:8][CH3:9])=[C:2]([NH:1][CH3:20])[CH:3]=1)=[O:18]. Reported procedure: N-[2-[3-Amino-4-methoxyphenyl]ethyl]-2,2,2-trifluoro acetamide (26.2 g., 0.1 mole) and iodomethane (14.0 g., 6.2 ml., 0.1 mole) in dry dimethylformamide (500 ml) were stirred under nitrogen for 3 hr. The solution was poured into water and the suspension extracted with ethyl acetate. Evaporation of the extracts afforded an oil which was separated by high pressure liquid chromatography on silica using 1% methanol in dichloromethane as eluant. Evaporation of the fractions containing the major bond ... Starting materials: Cl (hydrogen chloride), C(C)(C)(C)OC(=O)N[C@@]1([C@@H]2[C@H]([C@@H]2[C@@H]([C@H]1OCC1=CC(=C(C=C1)Cl)Cl)NC(CO)=O)C(=O)O)C(=O)O ((1S,2R,3R,4S,5R,6S)-2-(tert-butoxycarbonylamino)-3-[(3,4-dichlorophenyl)methoxy]-4-[(2-hydroxyacetyl)amino]bicyclo[3.1.0]hexane-2,6-dicarboxylic acid). The solvent is O1CCOCC1 (1,4-dioxane), O (water). The product is Cl.N[C@@]1([C@@H]2[C@H]([C@@H]2[C@@H]([C@H]1OCC1=CC(=C(C=C1)Cl)Cl)NC(CO)=O)C(=O)O)C(=O)O ((1S,2R,3R,4S,5R,6S)-2-Amino-3-[(3,4-dichlorobenzyl)oxy]-4-[(hydroxyacetyl)amino]bicyclo[3.1.0]hexane-2,6-dicarboxylic acid hydrochloride). Yield: 133.3%. Reaction SMILES: Cl.C(OC([NH:9][C@@:10]1([C:34]([OH:36])=[O:35])[C@H:15]([O:16][CH2:17][C:18]2[CH:23]=[CH:22][C:21]([Cl:24])=[C:20]([Cl:25])[CH:19]=2)[C@@H:14]([NH:26][C:27](=[O:30])[CH2:28][OH:29])[C@@H:13]2[C@H:11]1[C@H:12]2[C:31]([OH:33])=[O:32])=O)(C)(C)C>O1CCOCC1.O>[ClH:24].[NH2:9][C@@:10]1([C:34]([OH:36])=[O:35])[C@H:15]([O:16][CH2:17][C:18]2[CH:23]=[CH:22][C:21]([Cl:24])=[C:20]([Cl:25])[CH:19]=2)[C@@H:14]([NH:26][C:27](=[O:30])[CH2:28][OH:29])[C@@H:13]2[C@H:11]1[C@H:12]2[C:31]([OH:33])=[O:32] |f:4.5|. Reported procedure: Add 4N hydrogen chloride (3.0 mL, 12.0 mmol) in 1,4-dioxane to a mixture of (1S,2R,3R,4S,5R,6S)-2-(tert-butoxycarbonylamino)-3-[(3,4-dichlorophenyl)methoxy]-4-[(2-hydroxyacetyl)amino]bicyclo[3.1.0]hexane-2,6-dicarboxylic acid (0.032 g, 0.06 mmol) in water (0.3 mL). Wash the solid with acetonitrile and diethylether on a fritted funnel Sequentially wash the solid with acetonitrile and diethylether and then further dry in a vacuum oven overnight at 50° C. to provide the title compound as a white so... The reactants are COC1=CC=C(C(=O)NO)C=C1 (4-methoxybenzohydroxamic acid), hydroxamic acid, N1=CC=CC=C1 (pyridine), C(C)C(C(=O)Cl)(C(=O)Cl)CC (diethylmalonyl chloride). The solvent is C(Cl)Cl (methylene chloride). Yields the product COC1=CC=C(C(=O)N2OC(C(C2=O)(CC)CC)=O)C=C1 (2-(4-methoxybenzoyl)-4,4-diethylisoxazolidine-3,5-dione). RXN SMILES: [CH3:1][O:2][C:3]1[CH:12]=[CH:11][C:6]([C:7]([NH:9][OH:10])=[O:8])=[CH:5][CH:4]=1.N1C=CC=CC=1.[CH2:19]([C:21]([CH2:28][CH3:29])([C:25](Cl)=[O:26])[C:22](Cl)=[O:23])[CH3:20]>C(Cl)Cl>[CH3:1][O:2][C:3]1[CH:4]=[CH:5][C:6]([C:7]([N:9]2[C:22](=[O:23])[C:21]([CH2:28][CH3:29])([CH2:19][CH3:20])[C:25](=[O:26])[O:10]2)=[O:8])=[CH:11][CH:12]=1. Procedure details: A mixture consisting of 1.67 g (0.0107 mol) of 4-methoxybenzohydroxamic acid, mp 158-159° C (dec.)(lit. mp 156-157° C. (dec.), Beilstein Handbook of Organic Chemistry, series H, vol 10, p. 170), 5 ml of pyridine, and 100 ml of methylene chloride was prepared in a 250 ml round bottom flask. The mixture was cooled in an ice bath, and 2.107 g (0.0107 mol) of diethylmalonyl chloride was added dropwise over a 15 minute period with stirring. The reaction mixture was stirred for 2 hours at room tempera... Starting materials: C1(=CC=CC=C1)C(C1=CC=CC=C1)OC(=O)C1=C(CS([C@H]2N1C([C@H]2NC(\C(=N/OC(C2=CC=CC=C2)(C2=CC=CC=C2)C2=CC=CC=C2)\C=2N=C(SC2)NC(=O)OC(C)(C)C)=O)=O)=O)SCSC2=NNC=N2 (7β-[(Z)-2-(2-t-butoxycarbonylaminothiazol-4-yl)-2-trityloxyiminoacetylamino]-3-(1,2,4-triazol-3-ylthiomethylthio)-3-cephem-4-carboxylic acid diphenylmethyl ester 1-oxide), C[Si](C)(C)[N-][Si](C)(C)C.[Li+] (lithium bis(trimethylsilyl)amide), Cl (hydrochloric acid), COS(=O)(=O)C(F)(F)F (trifluoromethanesulfonic acid methyl ester). Run in O1CCCC1 (tetrahydrofuran), O1CCCC1 (tetrahydrofuran), O (water). Conditions: temperature -78 celsius, time 10 minute. Yields the product C1(=CC=CC=C1)C(C1=CC=CC=C1)OC(=O)C1=C(CS([C@H]2N1C([C@H]2NC(\C(=N/OC(C2=CC=CC=C2)(C2=CC=CC=C2)C2=CC=CC=C2)\C=2N=C(SC2)NC(=O)OC(C)(C)C)=O)=O)=O)SCSC2=NN=CN2C (7β-[(Z)-2-(2-t-butoxycarbonylaminothiazol-4-yl)-2-trityloxyiminoacetylamino]-3-(4-methyl-1,2,4-triazol-3-ylthiomethylthio)-3-cephem-4-carboxylic acid diphenylmethyl ester 1 -oxide). The yield is 27.0%. RXN SMILES: [C:1]1([CH:7]([O:14][C:15]([C:17]2[N:22]3[C:23](=[O:63])[C@@H:24]([NH:25][C:26](=[O:62])/[C:27](/[C:49]4[N:50]=[C:51]([NH:54][C:55]([O:57][C:58]([CH3:61])([CH3:60])[CH3:59])=[O:56])[S:52][CH:53]=4)=[N:28]\[O:29][C:30]([C:43]4[CH:48]=[CH:47][CH:46]=[CH:45][CH:44]=4)([C:37]4[CH:42]=[CH:41][CH:40]=[CH:39][CH:38]=4)[C:31]4[CH:36]=[CH:35][CH:34]=[CH:33][CH:32]=4)[C@H:21]3[S:20](=[O:64])[CH2:19][C:18]=2[S:65][CH2:66][S:67][C:68]2[N:72]=[CH:71][NH:70][N:69]=2)=[O:16])[C:8]2[CH:13]=[CH:12][CH:11]=[CH:10][CH:9]=2)[CH:6]=[CH:5][CH:4]=[CH:3][CH:2]=1.[CH3:73][Si]([N-][Si](C)(C)C)(C)C.[Li+].COS(C(F)(F)F)(=O)=O.Cl>O1CCCC1.O>[C:1]1([CH:7]([O:14][C:15]([C:17]2[N:22]3[C:23](=[O:63])[C@@H:24]([NH:25][C:26](=[O:62])/[C:27](/[C:49]4[N:50]=[C:51]([NH:54][C:55]([O:57][C:58]([CH3:61])([CH3:60])[CH3:59])=[O:56])[S:52][CH:53]=4)=[N:28]\[O:29][C:30]([C:37]4[CH:42]=[CH:41][CH:40]=[CH:39][CH:38]=4)([C:43]4[CH:48]=[CH:47][CH:46]=[CH:45][CH:44]=4)[C:31]4[CH:32]=[CH:33][CH:34]=[CH:35][CH:36]=4)[C@H:21]3[S:20](=[O:64])[CH2:19][C:18]=2[S:65][CH2:66][S:67][C:68]2[N:72]([CH3:73])[CH:71]=[N:70][N:69]=2)=[O:16])[C:8]2[CH:13]=[CH:12][CH:11]=[CH:10][CH:9]=2)[CH:6]=[CH:5][CH:4]=[CH:3][CH:2]=1 |f:1.2|. Procedure: To a solution of 7β-[(Z)-2-(2-t-butoxycarbonylaminothiazol-4-yl)-2-trityloxyiminoacetylamino]-3-(1,2,4-triazol-3-ylthiomethylthio)-3-cephem-4-carboxylic acid diphenylmethyl ester 1-oxide (2.71 g: 2.63 mMol.) in tetrahydrofuran (50 ml) at -78° C. is added a solution of lithium bis(trimethylsilyl)amide in tetrahydrofuran (1M: 2.9 ml), and the mixture is stirred at -78° C. for 10 minutes, mixed with trifluoromethanesulfonic acid methyl ester (0.33 ml: 2.92 mMol.), and stirred at -78° C. for 30 minu... The reactants are [OH-].[Na+] (sodium hydroxide), ClC1=CC(=CC2=C1C(OC(N2)=O)=O)Cl (5,7-dichloro-2H-3,1-benzoxazine-2,4(1H)-dione). The solvent is CO (methanol). Conditions: temperature 55 celsius, time 2 hour. The product is NC1=C(C(=O)OC)C(=CC(=C1)Cl)Cl (methyl 2-amino-4,6-dichlorobenzoate). Yield: 92.2%. RXN SMILES: [OH-].[Na+].[Cl:3][C:4]1[C:9]2[C:10](=[O:15])[O:11][C:12](=O)[NH:13][C:8]=2[CH:7]=[C:6]([Cl:16])[CH:5]=1>CO>[NH2:13][C:8]1[CH:7]=[C:6]([Cl:16])[CH:5]=[C:4]([Cl:3])[C:9]=1[C:10]([O:11][CH3:12])=[O:15] |f:0.1|. Procedure: To a stirred solution of sodium hydroxide (0.070 g, 1.8 mM) in methanol (8.5 mL) was added 5,7-dichloro-2H-3,1-benzoxazine-2,4(1H)-dione (4.13 g, 17.8 mM). The reaction mixture was stirred at 55° C. for 2 hr, allowed to cool to room temperature and concentrated. The residue was diluted with water and the resulting mixture extracted with ethyl acetate. The combined extracts were dried (MgSO4), filtered and concentrated to leave the methyl 2-amino-4,6-dichlorobenzoate (3.61 g, 92.1%) as a brown so... Starting materials: C(CCC)[Li] (n-butyl lithium), C(C1=CC=CC=C1)N1C=NC(=C1C)C=CC(=O)OCC (ethyl 3-(1-benzyl-5-methyl-4-imidazolyl)-2-propenoate), SCC(=O)OCC (ethyl mercaptoacetate), COCCOC (1,2-dimethoxyethane), COCCOC (1,2-dimethoxyethane). Solvent: CCCCCC (hexane). Conditions: time 6 hour. Yields the product C(C)C1(SCC(C1)=O)C=1N=CN(C1C)CC1=CC=CC=C1 (ethyl 2-[1-benzyl-5-methyl-4-imidazolyl]-4-oxotetrahydrothiophene), carboxylate. Reaction SMILES: [SH:1][CH2:2][C:3]([O:5]CC)=O.[CH3:8]OCCOC.C([Li])CCC.[CH2:19]([N:26]1[C:30]([CH3:31])=[C:29]([CH:32]=[CH:33][C:34](OCC)=O)[N:28]=[CH:27]1)[C:20]1[CH:25]=[CH:24][CH:23]=[CH:22][CH:21]=1>CCCCCC>[CH2:33]([C:32]1([C:29]2[N:28]=[CH:27][N:26]([CH2:19][C:20]3[CH:21]=[CH:22][CH:23]=[CH:24][CH:25]=3)[C:30]=2[CH3:31])[CH2:8][C:3](=[O:5])[CH2:2][S:1]1)[CH3:34]. Procedure details: A solution of ethyl mercaptoacetate (7.45 g., 0.062 mole) in 59 ml. of dry 1,2-dimethoxyethane is cooled to 5° C. and n-butyl lithium (41.3 ml., 0.062 mole) in hexane is added dropwise over 1/2 hour under a nitrogen atmosphere. To this solution is added ethyl 3-(1-benzyl-5-methyl-4-imidazolyl)-2-propenoate (13.0 g., 0.0514 mole) in 50 ml. of 1,2-dimethoxyethane at 10° C. The mixture is stirred at 50°-55° C. for 6 hours and is left at room temperature overnight. The reaction mixture is cooled in ... Reported procedure: A solution of methyl 3-[(3S)-1-methyl-2-oxo-pyrrolidin-3-yl]oxy-5-phenylmethoxy-benzoate (Intermediate 9) (1.42 g, 4.0 mmol) was added to a suspension of 10% palladium on carbon (140 mg, catalytic) in THF (40 mL) and methanol (40 mL). The mixture was stirred under an atmosphere of hydrogen for 16 hours. The mixture was filtered and the filtrate evaporated under reduced pressure to give the product (1.06 g, 100%). 1H NMR δ (300 MHz, CDCl3) 2.06-2.20 (m, 1H), 2.56-2.68 (m, 1H), 2.97 (s, 3H), 3.37-... As a reaction SMILES: [CH3:1][N:2]1[CH2:6][CH2:5][C@H:4]([O:7][C:8]2[CH:9]=[C:10]([CH:15]=[C:16]([O:18]CC3C=CC=CC=3)[CH:17]=2)[C:11]([O:13][CH3:14])=[O:12])[C:3]1=[O:26]>[Pd].C1COCC1.CO>[OH:18][C:16]1[CH:15]=[C:10]([CH:9]=[C:8]([O:7][C@H:4]2[CH2:5][CH2:6][N:2]([CH3:1])[C:3]2=[O:26])[CH:17]=1)[C:11]([O:13][CH3:14])=[O:12]. Run in C1CCOC1 (THF), CO (methanol). Yield: 99.9%. Product: OC=1C=C(C(=O)OC)C=C(C1)O[C@@H]1C(N(CC1)C)=O (Methyl 3-hydroxy-5-[(3S)-1-methyl-2-oxo-pyrrolidin-3-yl]oxy-benzoate). The reactants are CN1C([C@H](CC1)OC=1C=C(C(=O)OC)C=C(C1)OCC1=CC=CC=C1)=O (methyl 3-[(3S)-1-methyl-2-oxo-pyrrolidin-3-yl]oxy-5-phenylmethoxy-benzoate), CN1C([C@H](CC1)OC=1C=C(C(=O)OC)C=C(C1)OCC1=CC=CC=C1)=O (methyl 3-[(3S)-1-methyl-2-oxo-pyrrolidin-3-yl]oxy-5-phenylmethoxy-benzoate). The reagents and catalysts are [Pd] (palladium on carbon). Run at time 16 hour.